Task: describe an organic reaction: reactants, conditions, products, and yield. Dataset: the Open Reaction Database (ORD), a public repository of structured organic reaction records The reactants are aqueous solution, [OH-].[Na+] (sodium hydroxide), C1(=CC=CC2=CC=CC=C12)S(=O)O (1-naphthalenesulfinic acid), C([O-])([O-])=O.[K+].[K+] (potassium carbonate), ClCC(=O)OC(C)C (isopropyl chloroacetate), Cl (hydrochloric acid). Run in O (water), C(C)(C)O (isopropyl alcohol). Reaction conditions: time 1 hour. Yields the product C1(=CC=CC2=CC=CC=C12)S(=O)(=O)CC(=O)O (1-naphthylsulfonylacetic acid). RXN SMILES: [C:1]1([S:11]([OH:13])=[O:12])[C:10]2[C:5](=[CH:6][CH:7]=[CH:8][CH:9]=2)[CH:4]=[CH:3][CH:2]=1.C(=O)([O-])[O-].[K+].[K+].Cl[CH2:21][C:22]([O:24]C(C)C)=[O:23].[OH-].[Na+].Cl>C(O)(C)C.O>[C:1]1([S:11]([CH2:21][C:22]([OH:24])=[O:23])(=[O:13])=[O:12])[C:10]2[C:5](=[CH:6][CH:7]=[CH:8][CH:9]=2)[CH:4]=[CH:3][CH:2]=1 |f:1.2.3,5.6|. Procedure: In 45 ml of isopropyl alcohol were suspended 44 g of 1-naphthalenesulfinic acid, 17.4 g of potassium carbonate and 34.4 g of isopropyl chloroacetate. The suspension was heated to reflux for three hours. The reaction mixture was cooled, and 20% aqueous solution of 13.8 g of sodium hydroxide was added to the mixture. The mixture was stirred for one hour. The resulting solution was diluted with 58 ml of water. To the solution was added 58 ml of hydrochloric acid. The precipitated crystals were reco... Isolated yield 35.0%. The reactants are ClC1=CC(=C(C=C1Cl)N)N (4,5-dichloro-1,2-phenylendiamine), C(C)(C)(C)OC(CC(=O)C1=CC(=CC=C1)C1=CC(=NC(=C1)COC1OCCCC1)C)=O ((RS)-3-{3-[2-methyl-6-(tetrahydro-pyran-2-yloxymethyl)-pyridin-4-yl]-phenyl}-3-oxo-propionic acid tert-butyl ester), C(=O)(C(F)(F)F)O (TFA). Product: ClC1=CC2=C(NC(CC(=N2)C2=CC(=CC=C2)C2=CC(=NC(=C2)C)CO)=O)C=C1Cl (7,8-Dichloro-4-[3-(2-hydroxymethyl-6-methyl-pyridin-4-yl)-phenyl]-1,3-dihydro-benzo[b][1,4]diazepin-2-one), solid. Procedure: The title compound was prepared from commercially available 4,5-dichloro-1,2-phenylendiamine (177 mg, 1.0 mmol) and (RS)-3-{3-[2-methyl-6-(tetrahydro-pyran-2-yloxymethyl)-pyridin-4-yl]-phenyl}-3-oxo-propionic acid tert-butyl ester (Example K64) (426 mg, 1.0 mmol) in xylene (20 ml) under reflux conditions for 1.5 h according to the general procedure M and subsequent treatment with TFA in CH2Cl2 according to the general procedure N. Obtained as a light brown solid (140 mg, 35%). RXN SMILES: [Cl:1][C:2]1[C:7]([Cl:8])=[CH:6][C:5]([NH2:9])=[C:4]([NH2:10])[CH:3]=1.C([O:15][C:16](=O)[CH2:17][C:18]([C:20]1[CH:25]=[CH:24][CH:23]=[C:22]([C:26]2[CH:31]=[C:30]([CH2:32][O:33]C3CCCCO3)[N:29]=[C:28]([CH3:40])[CH:27]=2)[CH:21]=1)=O)(C)(C)C.C(O)(C(F)(F)F)=O>C1(C)C(C)=CC=CC=1.C(Cl)Cl>[Cl:1][C:2]1[C:7]([Cl:8])=[CH:6][C:5]2[NH:9][C:16](=[O:15])[CH2:17][C:18]([C:20]3[CH:25]=[CH:24][CH:23]=[C:22]([C:26]4[CH:27]=[C:28]([CH3:40])[N:29]=[C:30]([CH2:32][OH:33])[CH:31]=4)[CH:21]=3)=[N:10][C:4]=2[CH:3]=1. The solvent is C=1(C(=CC=CC1)C)C (xylene), C(Cl)Cl (CH2Cl2). Reactants: C(C=C)C=1C=C(C=O)C=C(C1O)OC (3-allyl-4-hydroxy-5-methoxy-benzaldehyde), C(C)(C)C1=CC=C(CCl)C=C1 (4-isopropylbenzyl chloride), C([O-])([O-])=O.[K+].[K+] (potassium carbonate). Solvent: CC(=O)C (acetone). Product: C(C=C)C=1C=C(C=O)C=C(C1OCC1=CC=C(C=C1)C(C)C)OC (3-Allyl-4-(4-isopropylbenzyloxy)-5-methoxybenzaldehyde). Reaction SMILES: [CH2:1]([C:4]1[CH:5]=[C:6]([CH:9]=[C:10]([O:13][CH3:14])[C:11]=1[OH:12])[CH:7]=[O:8])[CH:2]=[CH2:3].[CH:15]([C:18]1[CH:25]=[CH:24][C:21]([CH2:22]Cl)=[CH:20][CH:19]=1)([CH3:17])[CH3:16].C(=O)([O-])[O-].[K+].[K+]>CC(C)=O>[CH2:1]([C:4]1[CH:5]=[C:6]([CH:9]=[C:10]([O:13][CH3:14])[C:11]=1[O:12][CH2:22][C:21]1[CH:24]=[CH:25][C:18]([CH:15]([CH3:17])[CH3:16])=[CH:19][CH:20]=1)[CH:7]=[O:8])[CH:2]=[CH2:3] |f:2.3.4|. Procedure details: The crude 3-allyl-4-hydroxy-5-methoxy-benzaldehyde was taken up in acetone and treated with 4-isopropylbenzyl chloride in the presence of potassium carbonate to give the desired product.